Task: describe an organic reaction: reactants, conditions, products, and yield. Dataset: the Open Reaction Database (ORD), a public repository of structured organic reaction records Reactants: C(CCC)(=O)N[C@@H](C(C)C)C(=O)N[C@@H](CCC(=O)OCC1=CC=CC=C1)C(=O)OCC1=CC=CC=C1 (dibenzyl N-(N-butanoyl-L-valyl)-L-glutamate). Reagents/catalysts: [Pd] (palladium black). Run in CO (methanol). The product is C(CCC)(=O)N[C@@H](C(C)C)C(=O)N[C@@H](CCC(=O)O)C(=O)O (N-(N-butanoyl-L-valyl)-L-glutamic acid). Isolated yield 87.8%. As a reaction SMILES: [C:1]([NH:6][C@H:7]([C:11]([NH:13][C@H:14]([C:27]([O:29]CC1C=CC=CC=1)=[O:28])[CH2:15][CH2:16][C:17]([O:19]CC1C=CC=CC=1)=[O:18])=[O:12])[CH:8]([CH3:10])[CH3:9])(=[O:5])[CH2:2][CH2:3][CH3:4]>CO.[Pd]>[C:1]([NH:6][C@H:7]([C:11]([NH:13][C@H:14]([C:27]([OH:29])=[O:28])[CH2:15][CH2:16][C:17]([OH:19])=[O:18])=[O:12])[CH:8]([CH3:9])[CH3:10])(=[O:5])[CH2:2][CH2:3][CH3:4]. Procedure: A mixture of dibenzyl N-(N-butanoyl-L-valyl)-L-glutamate (613 mg) and palladium black (50 mg) in methanol (50 ml) was subjected to catalytic hydrogenation under atmospheric pressure. After the reaction mixture was filtered, the filtrate was concentrated under reduced pressure to give a residue which was recrystallized from petroleum ether to afford N-(N-butanoyl-L-valyl)-L-glutamic acid as crystals (343 mg).